Dataset: the Open Reaction Database (ORD), a public repository of structured organic reaction records. Task: describe an organic reaction: reactants, conditions, products, and yield Starting materials: ClC=CC(CCCCC)=O (1-chloro-1-octen-3-one), [I-].[Na+] (sodium iodide). The solvent is reagent, CC(=O)C (acetone). Reaction conditions: time 18 hour. Product: IC=CC(CCCCC)=O (1-iodo-1-octen-3-one). The yield is 64.5%. As a reaction SMILES: Cl[CH:2]=[CH:3][C:4](=[O:10])[CH2:5][CH2:6][CH2:7][CH2:8][CH3:9].[I-:11].[Na+]>CC(C)=O>[I:11][CH:2]=[CH:3][C:4](=[O:10])[CH2:5][CH2:6][CH2:7][CH2:8][CH3:9] |f:1.2|. Procedure: A mixture of 25 g (0.16 moles) of 1-chloro-1-octen-3-one (Example 187) and 35 g (0.23 moles) of sodium iodide in 200 ml of reagent acetone is stirred at the reflux temperature for 18 hours. The cooled mixture is filtered and the mother liquor taken to dryness. The residual oil is dissolved in benzene and the solution is washed with 5% sodium thiosulfate solution, saturated sodium chloride solution, dried and taken to dryness. The residual oil is crystallized from hexane to give 26 g of a white s...